From a dataset of the Open Reaction Database (ORD), a public repository of structured organic reaction records. describe an organic reaction: reactants, conditions, products, and yield Procedure details: 3-Bromo-4-chlorobenzoic acid ethyl ester (1.05 g, 3.99 mmol) was added in one portion to a solution of diisopropylzinc (10.0 mmol, 1M toluene, Aldrich) in 10 mL of 1,4-dioxane followed by addition of Pd(dppf)2Cl2 (4.0 mmol). The mixture was heated to reflux 3 hours, cooled to ambient temperature and stirred overnight. The mixture was quenched with 1N aqueous HCl, diluted with ethyl acetate, and filtered through celite. The separated organic layer was washed sequentially with 1N aqueous HCl, brin... Starting materials: C(C)OC(C1=CC(=C(C=C1)Cl)Br)=O (3-Bromo-4-chlorobenzoic acid ethyl ester), C(C)(C)[Zn]C(C)C (diisopropylzinc). As a reaction SMILES: [CH2:1]([O:3][C:4](=[O:13])[C:5]1[CH:10]=[CH:9][C:8]([Cl:11])=[C:7](Br)[CH:6]=1)[CH3:2].[CH:14]([Zn]C(C)C)([CH3:16])[CH3:15]>O1CCOCC1.C1C=CC(P(C2C=CC=CC=2)[C-]2C=CC=C2)=CC=1.C1C=CC(P(C2C=CC=CC=2)[C-]2C=CC=C2)=CC=1.Cl[Pd]Cl.[Fe+2]>[CH2:1]([O:3][C:4](=[O:13])[C:5]1[CH:10]=[CH:9][C:8]([Cl:11])=[C:7]([CH:14]([CH3:16])[CH3:15])[CH:6]=1)[CH3:2] |f:3.4.5.6|. The reagents and catalysts are C1=CC=C(C=C1)P([C-]2C=CC=C2)C3=CC=CC=C3.C1=CC=C(C=C1)P([C-]2C=CC=C2)C3=CC=CC=C3.Cl[Pd]Cl.[Fe+2] (Pd(dppf)2Cl2). Yields the product C(C)OC(C1=CC(=C(C=C1)Cl)C(C)C)=O (4-Chloro-3-isopropylbenzoic acid ethyl ester). Run at time 8 hour. The solvent is O1CCOCC1 (1,4-dioxane). The reactants are CC=1OC(=CC(C1)=C(C#N)C#N)C ((2,6-dimethyl-4H-pyran-4-ylidene)malononitril), C(CCOCCOCCOCCCN)N (4,7,10-trioxa-1,13-tridecanediamine). The product is C(#N)C(=C1C=C(N(C(=C1)C)CCCOCCOCCOCCCN1C(=CC(C=C1C)=C(C#N)C#N)C)C)C#N (2-{1-[3-(2-{2-[3-(4-dicyanomethylene-2,6-dimethyl-4H-pyridin-1-yl)-propoxy]-ethoxy}-ethoxy)-propyl]-2,6-dimethyl-1H-pyridin-4-ylidene}-malononitrile). RXN SMILES: [CH3:1][C:2]1O[C:4]([CH3:13])=[CH:5][C:6](=[C:8]([C:11]#[N:12])[C:9]#[N:10])[CH:7]=1.[CH2:14]([NH2:28])[CH2:15][CH2:16][O:17][CH2:18][CH2:19][O:20][CH2:21][CH2:22][O:23][CH2:24][CH2:25][CH2:26][NH2:27]>>[C:9]([C:8]([C:11]#[N:12])=[C:6]1[CH:7]=[C:2]([CH3:1])[N:27]([CH2:26][CH2:25][CH2:24][O:23][CH2:22][CH2:21][O:20][CH2:19][CH2:18][O:17][CH2:16][CH2:15][CH2:14][N:28]2[C:4]([CH3:13])=[CH:5][C:6](=[C:8]([C:9]#[N:10])[C:11]#[N:12])[CH:7]=[C:2]2[CH3:1])[C:4]([CH3:13])=[CH:5]1)#[N:10]. Reported procedure: A solution of 0.52 g (3 mmol) of (2,6-dimethyl-4H-pyran-4-ylidene)malononitril and 0.3 ml (1.5 mmol) of 4,7,10-trioxa-1,13-tridecanediamine in 6 ml of acetontrile was heated to 90° C. for 70 h under nitrogen. Removal of the acetonitrile left a brown residue which was recrystallized from 25 ml methanol and 10 ml ethyl acetate yielding 0.68 g (43%) of 2-{1-[3-(2-{2-[3-(4-dicyanomethylene-2,6-dimethyl-4H-pyridin-1-yl)-propoxy]-ethoxy}-ethoxy)-propyl]-2,6-dimethyl-1H-pyridin-4-ylidene}-malononitrile... Reactants: [BH3-]C#N.[Na+] (NaBH3CN), C(=O)(OCC)C(=CC=1C=C(C(N2C=CC=CC12)=O)C(=O)OCC)C(=O)OCC (Ethyl 1-(2,2-Dicarboethoxyvinyl)-4-oxo-4H-quinolizine-3-carboxylate), O (water). Run in C(C)O (Ethanol), C(C)O (ethanol). Reaction conditions: time 1 hour. The product is C(=O)(OCC)C(CC=1C=C(C(N2C=CC=CC12)=O)C(=O)OCC)C(=O)OCC (Ethyl 1-(2,2-Dicarboethoxyethyl)-4-oxo-4H-quinolizine-3-carboxylate). Isolated yield 36.4%. Reaction SMILES: [C:1]([C:6]([C:24]([O:26][CH2:27][CH3:28])=[O:25])=[CH:7][C:8]1[CH:9]=[C:10]([C:19]([O:21][CH2:22][CH3:23])=[O:20])[C:11](=[O:18])[N:12]2[C:17]=1[CH:16]=[CH:15][CH:14]=[CH:13]2)([O:3][CH2:4][CH3:5])=[O:2].[BH3-]C#N.[Na+].O>C(O)C>[C:24]([CH:6]([C:1]([O:3][CH2:4][CH3:5])=[O:2])[CH2:7][C:8]1[CH:9]=[C:10]([C:19]([O:21][CH2:22][CH3:23])=[O:20])[C:11](=[O:18])[N:12]2[C:17]=1[CH:16]=[CH:15][CH:14]=[CH:13]2)([O:26][CH2:27][CH3:28])=[O:25] |f:1.2|. Procedure details: To a bright yellow suspension of ethyl 1-(2,2-dicarboethoxyvinyl)-4-oxo-4H-quinolizine-3-carboxylate (12) (750 mg, 1.94 mmol) in 5 ml ethanol was added NaBH3CN (68 mg, 1.08 mmol). The reaction mixture turned red and all solid material dissolved. Stirring was continued for 1 h, and the reaction mixture was poured into 50 ml of water. Ethanol was added to the aqueous suspension until a clear solution was obtained, which was extracted three times with 100 ml dichloromethane. The organic solvent was... Reactants: C1C2N(CCN1)C(CC2)=O (tetrahydropyrrolo[1,2-a]pyrazin-6(1H,2H,7H)-one), ClC1=NN=CC2=CC(=CC=C12)Cl (1,6-dichlorophthalazine), TEA. The solvent is CC#N (CH3CN). Run at temperature 135 celsius. Product: ClC=1C=C2C=NN=C(C2=CC1)N1CC2N(CC1)C(CC2)=O (2-(6-chlorophthalazin-1-yl)-tetrahydropyrrolo[1,2-a]pyrazin-6(1H,2H,7H)-one). The yield is 19.5%. Reaction SMILES: [CH2:1]1[NH:6][CH2:5][CH2:4][N:3]2[C:7](=[O:10])[CH2:8][CH2:9][CH:2]12.Cl[C:12]1[C:21]2[C:16](=[CH:17][C:18]([Cl:22])=[CH:19][CH:20]=2)[CH:15]=[N:14][N:13]=1>CC#N>[Cl:22][C:18]1[CH:17]=[C:16]2[C:21](=[CH:20][CH:19]=1)[C:12]([N:6]1[CH2:5][CH2:4][N:3]3[C:7](=[O:10])[CH2:8][CH2:9][CH:2]3[CH2:1]1)=[N:13][N:14]=[CH:15]2. Procedure: A mixture of tetrahydropyrrolo[1,2-a]pyrazin-6(1H,2H,7H)-one (Med. Chem. Res., 7:301 (1997); 0.983 g, 7.01 mmol), 1,6-dichlorophthalazine (1.36 g, 6.83 mmol) and TEA (2.00 mL, 14.3 mmol) in 18 mL of CH3CN was heated at 135° C. for 30 min in a microwave oven. The reaction mixture was concentrated onto silica gel and purified using flash chromatography eluting with 2M NH3 in MeOH:CH2Cl2 (0:1→3:97) to give 404 mg (20%) an orange foam/amorphous solid. MS m/z: 303.1 [M+1]. The reactants are CS(C)=O, ClCCl, Nc1ccc(C(F)(F)F)cc1, O=S(=O)=O. Yields the product CS(C)=Nc1ccc(C(F)(F)F)cc1. Reaction SMILES: [CH3:5][S:6]([CH3:7])=[O:8].[Cl:20][CH2:21][Cl:22].[F:9][C:10]([c:11]1[cH:12][cH:13][c:14]([NH2:15])[cH:16][cH:17]1)([F:18])[F:19].[O:1]=[S:2](=[O:3])=[O:4]>>[CH3:5][S:6]([CH3:7])=[N:15][c:14]1[cH:13][cH:12][c:11]([C:10]([F:9])([F:18])[F:19])[cH:17][cH:16]1. Starting materials: CC1=C2CC(NC2=CC=C1)=O (4-methyl-2-oxindole), CC1=C(NC2=CC=CC=C12)C=O (3-methyl-indole-2-carbaldehyde), N1CCCCC1 (piperidine). Run in C(C)O (ethanol). Reaction conditions: time 4 hour. Yields the product CC1=C2C(C(NC2=CC=C1)=O)=CC=1NC2=CC=CC=C2C1C (4-methyl-3-(3-methyl-1H-indol-2-ylmethylene)-1,3-dihydro-indol-2-one). RXN SMILES: [CH3:1][C:2]1[CH:10]=[CH:9][CH:8]=[C:7]2[C:3]=1[CH2:4][C:5](=[O:11])[NH:6]2.[CH3:12][C:13]1[C:21]2[C:16](=[CH:17][CH:18]=[CH:19][CH:20]=2)[NH:15][C:14]=1[CH:22]=O.N1CCCCC1>C(O)C>[CH3:1][C:2]1[CH:10]=[CH:9][CH:8]=[C:7]2[C:3]=1[C:4](=[CH:22][C:14]1[NH:15][C:16]3[C:21]([C:13]=1[CH3:12])=[CH:20][CH:19]=[CH:18][CH:17]=3)[C:5](=[O:11])[NH:6]2. Procedure details: A mixture of 4-methyl-2-oxindole (147 mg), 3-methyl-indole-2-carbaldehyde (190 mg) (prepared according to Synthetic Communications, 1986, 16, 1799) and piperidine (10 mg) in ethanol was held in a sealed tube at 95° C. for 4 hours. The mixture was cooled to room temperature. The solid was collected by vacuum filtration, washed with cold ethanol and dried in a vacuum oven to give 4-methyl-3-(3-methyl-1H-indol-2-ylmethylene)-1,3-dihydro-indol-2-one. Starting materials: COC1=C(C=C2C(=C1)C(=NC(=N2)N3CCNCC3)N)OC (2-piperazine-4-amino-6,7-dimethoxyquinazoline), O1CCOCC1 (dioxane), C1(CCCC1)N=C=S (cyclopentyl isothiocyanate). Run at time 8 hour. The product is C1(CCCCC1)NC(=S)N1CCN(CC1)C1=NC2=CC(=C(C=C2C(=N1)N)OC)OC (2-(4-cyclohexylthiocarbamoyl-piperazin-1-yl)-4-amino-6,7-dimethoxyquinazoline). Reaction SMILES: [CH3:1][O:2][C:3]1[CH:8]=[C:7]2[C:9]([NH2:19])=[N:10][C:11]([N:13]3[CH2:18][CH2:17][NH:16][CH2:15][CH2:14]3)=[N:12][C:6]2=[CH:5][C:4]=1[O:20][CH3:21].[CH:22]1([N:27]=[C:28]=[S:29])[CH2:26][CH2:25][CH2:24][CH2:23]1.O1CCOC[CH2:31]1>>[CH:22]1([NH:27][C:28]([N:16]2[CH2:17][CH2:18][N:13]([C:11]3[N:10]=[C:9]([NH2:19])[C:7]4[C:6](=[CH:5][C:4]([O:20][CH3:21])=[C:3]([O:2][CH3:1])[CH:8]=4)[N:12]=3)[CH2:14][CH2:15]2)=[S:29])[CH2:31][CH2:23][CH2:24][CH2:25][CH2:26]1. Procedure details: To a solution prepared by dissolving 868 mg. (3 mmole) of 2-piperazine-4-amino-6,7-dimethoxyquinazoline in 30 ml of dioxane, there was added dropwise 424 mg. (13 mmole) of cyclopentyl isothiocyanate at room temperature. The mixture was stirred overnight at room temperature. After evaporation of the solvent from the reaction mixture, the residue was chromatographed on silica gel, and eluted with 2% ethanol-chloroform to obtain 1.26 g. of the desired product. The product was dissolved in 10 ml of ... Reactants: [Br-], C[Mg+], CCCc1c(Cc2ccc(-c3ccccc3C#N)cc2)c(=O)n(Cc2ccc(C=O)cc2)c2ncnn12, [Cl-], [NH4+], C1CCOC1. Yields the product CCCc1c(Cc2ccc(-c3ccccc3C#N)cc2)c(=O)n(Cc2ccc(C(C)O)cc2)c2ncnn12. RXN SMILES: [Br-:38].[CH3:39][Mg+:40].[CH:1](=[O:2])[c:3]1[cH:4][cH:5][c:6]([CH2:7][n:8]2[c:9]3[n:10]([c:11]([CH2:30][CH2:31][CH3:32])[c:12]([CH2:15][c:16]4[cH:17][cH:18][c:19](-[c:22]5[c:23]([C:28]#[N:29])[cH:24][cH:25][cH:26][cH:27]5)[cH:20][cH:21]4)[c:13]2=[O:14])[n:33][cH:34][n:35]3)[cH:36][cH:37]1.[Cl-:41].[NH4+:42].[O:43]1[CH2:44][CH2:45][CH2:46][CH2:47]1>>[CH:1]([OH:2])([c:3]1[cH:4][cH:5][c:6]([CH2:7][n:8]2[c:9]3[n:10]([c:11]([CH2:30][CH2:31][CH3:32])[c:12]([CH2:15][c:16]4[cH:17][cH:18][c:19](-[c:22]5[c:23]([C:28]#[N:29])[cH:24][cH:25][cH:26][cH:27]5)[cH:20][cH:21]4)[c:13]2=[O:14])[n:33][cH:34][n:35]3)[cH:36][cH:37]1)[CH3:39].